This data is from the Open Reaction Database (ORD), a public repository of structured organic reaction records. The task is: describe an organic reaction: reactants, conditions, products, and yield The reactants are BrC1C=CCCCC1, O=C([O-])O, CN(C)C=O, [Na+], CC(C)(C)OC(=O)NC1CNc2ccccc2NC1=O. The product is CC(C)(C)OC(=O)NC1CN(C2C=CCCCC2)c2ccccc2NC1=O. As a reaction SMILES: [Br:6][CH:7]1[CH:8]=[CH:9][CH2:10][CH2:11][CH2:12][CH2:13]1.[C:1](=[O:2])([OH:3])[O-:4].[CH3:34][N:35]([CH3:36])[CH:37]=[O:38].[Na+:5].[O:14]=[C:15]1[CH:16]([NH:26][C:27](=[O:28])[O:29][C:30]([CH3:31])([CH3:32])[CH3:33])[CH2:17][NH:18][c:19]2[c:20]([cH:22][cH:23][cH:24][cH:25]2)[NH:21]1>>[CH:7]1([N:18]2[CH2:17][CH:16]([NH:26][C:27](=[O:28])[O:29][C:30]([CH3:31])([CH3:32])[CH3:33])[C:15](=[O:14])[NH:21][c:20]3[c:19]2[cH:25][cH:24][cH:23][cH:22]3)[CH:8]=[CH:9][CH2:10][CH2:11][CH2:12][CH2:13]1. The reactants are COc1ccc(NC(=O)C2CCCN2C(=O)C(F)(F)F)cc1NC(=O)Nc1cnccn1, CO, [K+], [OH-], O. The product is COc1ccc(NC(=O)C2CCCN2)cc1NC(=O)Nc1cnccn1. As a reaction SMILES: [CH3:1][O:2][c:3]1[c:4]([NH:23][C:24](=[O:25])[NH:26][c:27]2[n:28][cH:29][cH:30][n:31][cH:32]2)[cH:5][c:6]([NH:9][C:10](=[O:11])[CH:12]2[N:13]([C:17](=[O:18])[C:19]([F:20])([F:21])[F:22])[CH2:14][CH2:15][CH2:16]2)[cH:7][cH:8]1.[CH3:35][OH:36].[K+:34].[OH-:33].[OH2:37]>>[CH3:1][O:2][c:3]1[c:4]([NH:23][C:24](=[O:25])[NH:26][c:27]2[n:28][cH:29][cH:30][n:31][cH:32]2)[cH:5][c:6]([NH:9][C:10](=[O:11])[CH:12]2[NH:13][CH2:14][CH2:15][CH2:16]2)[cH:7][cH:8]1. The product is C=C(C)CC1(c2ccccc2)CCCN(C(C)c2ccc(-c3ccn(C)c(=O)c3)cc2)C(=O)N1. As a reaction SMILES: [CH3:1][C:2]([CH2:3][C:4]1([c:29]2[cH:30][cH:31][cH:32][cH:33][cH:34]2)[NH:5][C:6](=[O:28])[N:7]([CH:11]([CH3:12])[c:13]2[cH:14][cH:15][c:16]([B:19]3[O:20][C:21]([CH3:22])([CH3:23])[C:24]([CH3:25])([CH3:26])[O:27]3)[cH:17][cH:18]2)[CH2:8][CH2:9][CH2:10]1)=[CH2:35].[I:36][c:37]1[cH:38][c:39](=[O:44])[n:40]([CH3:43])[cH:41][cH:42]1>>[CH3:1][C:2]([CH2:3][C:4]1([c:29]2[cH:30][cH:31][cH:32][cH:33][cH:34]2)[NH:5][C:6](=[O:28])[N:7]([CH:11]([CH3:12])[c:13]2[cH:14][cH:15][c:16](-[c:37]3[cH:38][c:39](=[O:44])[n:40]([CH3:43])[cH:41][cH:42]3)[cH:17][cH:18]2)[CH2:8][CH2:9][CH2:10]1)=[CH2:35]. Starting materials: C=C(C)CC1(c2ccccc2)CCCN(C(C)c2ccc(B3OC(C)(C)C(C)(C)O3)cc2)C(=O)N1, Cn1ccc(I)cc1=O. The reactants are [N+](=O)([O-])C=1C=C(C=O)C=CC1 (m-nitrobenzaldehyde), C(CC(=O)C)(=O)OCCN1CCN(CC1)C(C1=CC=CC=C1)C1=CC=CC=C1 (2-(4-benzhydryl-1-piperazinyl)ethyl acetoacetate), N\C(=C/C(=O)OCC)\C (ethyl 3-aminocrotonate), C(C)(C)O (isopropyl alcohol). As a reaction SMILES: [N+:1]([C:4]1[CH:5]=[C:6]([CH:9]=[CH:10][CH:11]=1)[CH:7]=O)([O-:3])=[O:2].[C:12]([O:18][CH2:19][CH2:20][N:21]1[CH2:26][CH2:25][N:24]([CH:27]([C:34]2[CH:39]=[CH:38][CH:37]=[CH:36][CH:35]=2)[C:28]2[CH:33]=[CH:32][CH:31]=[CH:30][CH:29]=2)[CH2:23][CH2:22]1)(=[O:17])[CH2:13]C(C)=O.[NH2:40]/[C:41](/[CH3:48])=[CH:42]\[C:43]([O:45][CH2:46][CH3:47])=[O:44].[CH:49](O)(C)[CH3:50]>>[CH3:49][C:50]1[NH:40][C:41]([CH3:48])=[C:42]([C:43]([O:45][CH2:46][CH3:47])=[O:44])[CH:7]([C:6]2[CH:9]=[CH:10][CH:11]=[C:4]([N+:1]([O-:3])=[O:2])[CH:5]=2)[C:13]=1[C:12]([O:18][CH2:19][CH2:20][N:21]1[CH2:26][CH2:25][N:24]([CH:27]([C:34]2[CH:35]=[CH:36][CH:37]=[CH:38][CH:39]=2)[C:28]2[CH:33]=[CH:32][CH:31]=[CH:30][CH:29]=2)[CH2:23][CH2:22]1)=[O:17]. Product: CC=1NC(=C(C(C1C(=O)OCCN1CCN(CC1)C(C1=CC=CC=C1)C1=CC=CC=C1)C1=CC(=CC=C1)[N+](=O)[O-])C(=O)OCC)C (2-(4-benzhydryl-1-piperazinyl)ethyl ethyl 2,6-dimethyl-4-(3-nitrophenyl)-1,4-dihydropyridine-3,5-dicarboxylate). Reported procedure: A mixture of m-nitrobenzaldehyde, 2-(4-benzhydryl-1-piperazinyl)ethyl acetoacetate and ethyl 3-aminocrotonate was reacted in isopropyl alcohol in the same manner as Example 1 to give 2-(4-benzhydryl-1-piperazinyl)ethyl ethyl 2,6-dimethyl-4-(3-nitrophenyl)-1,4-dihydropyridine-3,5-dicarboxylate as a light yellow powder, m.p. 80°-82° C. (sintering). Yield 48.3%. IR(Nujol)cm-1 : 3320, 1695, 1680. NMR(CDCl3) δ: 1.18(3H,t,J=6,--CH2CH3), 2.33(6H,s, ##STR14## 4.08(2H,q,J=6, --CH2CH3), 4.15(2H,t,J=6, --C... Isolated yield 48.3%. The reactants are Br[Si](C)(C)C (Bromotrimethylsilane), C(C)OP(=O)(OCC)CC1=NN=C2N1C1=CC=C(C=C1NC2=O)C(F)(F)F (1-[(diethoxyphosphoryl)methyl]-7-trifluoromethyl[1,2,4]triazolo[4,3-a]quinoxalin-4(5H)-one). The solvent is C(C)#N (acetonitrile). Reaction conditions: temperature 40 celsius, time 8 hour. The product is P(=O)(O)(O)CC1=NN=C2N1C1=CC=C(C=C1NC2=O)C(F)(F)F (1-Phosphonomethyl-7-trifluoromethyl[1,2,4]triazolo[4,3-a]quinoxalin-4(5H)-one). The yield is 69.6%. Reaction SMILES: Br[Si](C)(C)C.C([O:8][P:9]([CH2:14][C:15]1[N:19]2[C:20]3[C:25]([NH:26][C:27](=[O:28])[C:18]2=[N:17][N:16]=1)=[CH:24][C:23]([C:29]([F:32])([F:31])[F:30])=[CH:22][CH:21]=3)([O:11]CC)=[O:10])C>C(#N)C>[P:9]([CH2:14][C:15]1[N:19]2[C:20]3[C:25]([NH:26][C:27](=[O:28])[C:18]2=[N:17][N:16]=1)=[CH:24][C:23]([C:29]([F:31])([F:30])[F:32])=[CH:22][CH:21]=3)([OH:10])([OH:11])=[O:8]. Procedure details: Bromotrimethylsilane (0.75 ml, 5.8 mmol) was added to a suspension of 1-[(diethoxyphosphoryl)methyl]-7-trifluoromethyl[1,2,4]triazolo[4,3-a]quinoxalin-4(5H)-one (315 mg, 0.78 mmol) in 15 ml of dry acetonitrile in a flame-dried flask under nitrogen, and the resulting solution was stirred overnight at 40° C. After evaporation to dryness, the residue was stirred with 25 ml of water for 1 h. Then the water was removed under reduced pressure by azeotropic distillation with 1-propanol, and the residue... Reactants: Cl.Cl.CC(C[C@@H](N)C(=O)N1CCC(CC1)C1CCN(CC1)C)C(O)=O (1-[(γ-methyl)-D-glutamyl]-4-(1-methylpiperidin-4-yl)piperidine dihydrochloride), N1C=CC2=CC=C(C=C12)C(=O)O (indole-6-carboxylic acid), Ester, [Li+].[OH-] (LiOH), Cl (HCl). Product: Cl.N1C=CC2=CC=C(C=C12)C(=O)N[C@H](CCC(O)=O)C(=O)N1CCC(CC1)C1CCN(CC1)C (1-[N-(Indole-6-carbonyl)-D-glutamyl]-4-(1-methylpiperidin-4-yl)piperidine Hydrochloride). As a reaction SMILES: [ClH:1].Cl.C[CH:4]([C:23](=[O:25])[OH:24])[CH2:5][C@H:6]([C:8]([N:10]1[CH2:15][CH2:14][CH:13]([CH:16]2[CH2:21][CH2:20][N:19]([CH3:22])[CH2:18][CH2:17]2)[CH2:12][CH2:11]1)=[O:9])[NH2:7].[NH:26]1[C:34]2[C:29](=[CH:30][CH:31]=[C:32]([C:35](O)=[O:36])[CH:33]=2)[CH:28]=[CH:27]1.[Li+].[OH-].Cl>>[ClH:1].[NH:26]1[C:34]2[C:29](=[CH:30][CH:31]=[C:32]([C:35]([NH:7][C@@H:6]([C:8]([N:10]3[CH2:11][CH2:12][CH:13]([CH:16]4[CH2:21][CH2:20][N:19]([CH3:22])[CH2:18][CH2:17]4)[CH2:14][CH2:15]3)=[O:9])[CH2:5][CH2:4][C:23](=[O:25])[OH:24])=[O:36])[CH:33]=2)[CH:28]=[CH:27]1 |f:0.1.2,4.5,7.8|. Procedure: Prepared from 1-[(γ-methyl)-D-glutamyl]-4-(1-methylpiperidin-4-yl)piperidine dihydrochloride and indole-6-carboxylic acid using methods substantially equivalent to General Coupling Method 1. Ester deprotection with 2 eq LiOH and final purification and HCl salt formation via prep HPLC.